describe an organic reaction: reactants, conditions, products, and yield From a dataset of the Open Reaction Database (ORD), a public repository of structured organic reaction records. Reactants: Cl (hydrochloric acid), C(C)(C)(C)C1=C(C(=CC(=C1)NC1=CC(=CC=C1)OCC)C(C)(C)C)O (2,6-di-tertiarybutyl-4-(3'-ethoxyanilino)phenol), C1(CCC(=O)O1)=O (succinic anhydride), [OH-].[Na+] (sodium hydroxide). The solvent is O (water). Run at temperature 140 celsius. The product is C(C)(C)(C)C=1C=C(C=C(C1O)C(C)(C)C)N(C(=O)CCC(=O)O)C1=CC(=CC=C1)OCC (3-[N-(3,5-Di-tertiary-butyl-4 -hydroxyphenyl)-N-(3-ethoxyphenyl)carbamoyl]propionic Acid). Isolated yield 39.3%. RXN SMILES: [C:1]([C:5]1[CH:10]=[C:9]([NH:11][C:12]2[CH:17]=[CH:16][CH:15]=[C:14]([O:18][CH2:19][CH3:20])[CH:13]=2)[CH:8]=[C:7]([C:21]([CH3:24])([CH3:23])[CH3:22])[C:6]=1[OH:25])([CH3:4])([CH3:3])[CH3:2].[C:26]1(=[O:32])[O:31][C:29](=[O:30])[CH2:28][CH2:27]1.[OH-].[Na+].Cl>O>[C:1]([C:5]1[CH:10]=[C:9]([N:11]([C:12]2[CH:17]=[CH:16][CH:15]=[C:14]([O:18][CH2:19][CH3:20])[CH:13]=2)[C:26]([CH2:27][CH2:28][C:29]([OH:31])=[O:30])=[O:32])[CH:8]=[C:7]([C:21]([CH3:24])([CH3:23])[CH3:22])[C:6]=1[OH:25])([CH3:3])([CH3:4])[CH3:2] |f:2.3|. Procedure details: A mixture of 5 g (0.015 mole) of 2,6-di-tertiarybutyl-4-(3'-ethoxyanilino)phenol and 1.5 g (0.015 mole) of succinic anhydride was heated under a nitrogen atmosphere at 140° C. for two hours. The reaction was cooled to room temperature and the resulting glass was diluted with water. The addition of 100 ml of 10% sodium hydroxide failed to give a solution so the mixture was acidified with 10% hydrochloric acid. The resulting solid was collected and then recrystallized first from a mixture of ethan... The reactants are FC(C1=C(NC=C1)C(=O)OC)(F)F (methyl 3-(trifluoromethyl)-1H-pyrrole-2-carboxylate), C1(=CC=CC=C1)B(O)O (phenylboronic acid), N1=CC=CC=C1 (pyridine). Reagents/catalysts: CC(=O)[O-].CC(=O)[O-].[Cu+2] (Cu(OAc)2). Solvent: ClCCl (dichloromethane). Run at temperature 20 celsius, time 2 day. The product is C1(=CC=CC=C1)N1C(=C(C=C1)C(F)(F)F)C(=O)OC (methyl 1-phenyl-3-(trifluoromethyl)-1H-pyrrole-2-carboxylate). Isolated yield 59.4%. RXN SMILES: [F:1][C:2]([F:13])([F:12])[C:3]1[CH:7]=[CH:6][NH:5][C:4]=1[C:8]([O:10][CH3:11])=[O:9].[C:14]1(B(O)O)[CH:19]=[CH:18][CH:17]=[CH:16][CH:15]=1.N1C=CC=CC=1>CC([O-])=O.CC([O-])=O.[Cu+2].ClCCl>[C:14]1([N:5]2[CH:6]=[CH:7][C:3]([C:2]([F:1])([F:12])[F:13])=[C:4]2[C:8]([O:10][CH3:11])=[O:9])[CH:19]=[CH:18][CH:17]=[CH:16][CH:15]=1 |f:3.4.5|. Reported procedure: Into a 100-mL round-bottom flask purged and maintained with an inert atmosphere of nitrogen, was placed methyl 3-(trifluoromethyl)-1H-pyrrole-2-carboxylate (810 mg, 4.19 mmol, 1.00 equiv), phenylboronic acid (1.54 g, 12.63 mmol, 3.01 equiv), Cu(OAc)2 (1.52 g, 8.37 mmol, 2.00 equiv), pyridine (1.327 g, 16.78 mmol, 4.00 equiv), 4 Molecular Sieves (1.2 g) and dichloromethane (20.0 mL). The resulting solution was stirred for 2 days at 20° C. The reaction progress was monitored by LCMS. The solids we... Starting materials: compound, SC1=NN=CN1C (3-mercapto-4-methyl-1,2,4-triazole), ClC1=NC=NC2=CC=C(C=C12)I (4-chloro-6-iodo-quinazoline), NC=1SC2=C(N1)C=CC=C2 (2-amino-benzothiazole). Product: S1C(=NC2=C1C=CC=C2)NC2=NC=NC1=CC=C(C=C21)SC2=NN=CN2C (Benzothiazol-2-yl-[6-(4-methyl-4H-[1,2,4]-triazol-3-yl-sulfanyl)-quinazolin-4-yl]-amine). RXN SMILES: Cl[C:2]1[C:11]2[C:6](=[CH:7][CH:8]=[C:9](I)[CH:10]=2)[N:5]=[CH:4][N:3]=1.[NH2:13][C:14]1[S:15][C:16]2[CH:22]=[CH:21][CH:20]=[CH:19][C:17]=2[N:18]=1.[SH:23][C:24]1[N:28]([CH3:29])[CH:27]=[N:26][N:25]=1>>[S:15]1[C:16]2[CH:22]=[CH:21][CH:20]=[CH:19][C:17]=2[N:18]=[C:14]1[NH:13][C:2]1[C:11]2[C:6](=[CH:7][CH:8]=[C:9]([S:23][C:24]3[N:28]([CH3:29])[CH:27]=[N:26][N:25]=3)[CH:10]=2)[N:5]=[CH:4][N:3]=1. Procedure: The compound of Example 15 was manufactured by the same method as in Example 1, by a similar method thereto or by a combination of such a method with a conventional method using 4-chloro-6-iodo-quinazoline, 2-amino-benzothiazole and 3-mercapto-4-methyl-1,2,4-triazole. The reactants are C(C)OC=1C=C(C=CC1)C1=CC=C(C=C1)C1CC(=NN1C1=C(C=CC=C1)F)C(=O)O (5-(3′-ethoxy-biphenyl-4-yl)-1-(2-fluoro-phenyl)-4,5-dihydro-1H-pyrazole-3-carboxylic acid), S(=O)(Cl)Cl (thionyl chloride). Run at temperature 100 celsius, time 2 hour. Product: C(C)OC=1C=C(C=CC1)C1=CC=C(C=C1)C1CC(=NN1C1=C(C=CC=C1)F)C(=O)Cl (5-(3′-ethoxy-biphenyl-4-yl)-1-(2-fluoro-phenyl)-4,5-dihydro-1H-pyrazole-3-carbonyl chloride). As a reaction SMILES: [CH2:1]([O:3][C:4]1[CH:5]=[C:6]([C:10]2[CH:15]=[CH:14][C:13]([CH:16]3[N:20]([C:21]4[CH:26]=[CH:25][CH:24]=[CH:23][C:22]=4[F:27])[N:19]=[C:18]([C:28]([OH:30])=O)[CH2:17]3)=[CH:12][CH:11]=2)[CH:7]=[CH:8][CH:9]=1)[CH3:2].S(Cl)([Cl:33])=O>>[CH2:1]([O:3][C:4]1[CH:5]=[C:6]([C:10]2[CH:15]=[CH:14][C:13]([CH:16]3[N:20]([C:21]4[CH:26]=[CH:25][CH:24]=[CH:23][C:22]=4[F:27])[N:19]=[C:18]([C:28]([Cl:33])=[O:30])[CH2:17]3)=[CH:12][CH:11]=2)[CH:7]=[CH:8][CH:9]=1)[CH3:2]. Reported procedure: 5-(3′-Ethoxy-biphenyl-4-yl)-1-(2-fluoro-phenyl)-4,5-dihydro-1H-pyrazole-3-carboxylic acid (200.0 mg, 0.49 mmol) prepared in Step 2 was added to thionyl chloride (2.0 mL). The reaction mixture was stirred at 100° C. for 2 hours and then concentrated under reduced pressure. The resulting residue was concentrated under reduced pressure three times, along with using toluene, to give 5-(3′-ethoxy-biphenyl-4-yl)-1-(2-fluoro-phenyl)-4,5-dihydro-1H-pyrazole-3-carbonyl chloride as a dark brown liquid. Reactants: C(=O)(OC(C)(C)C)NCCC(=O)O (Boc-β-alanine), ON1C(CCC1=O)=O (N-hydroxysuccinimide), O.ON1N=NC2=C1C=CC=C2 (1-hydroxybenzotriazole hydrate), Cl.C(C)N=C=NCCCN(C)C (1-ethyl-3-(3-dimethylaminopropyl)carbodiimide hydrochloride). Solvent: CN(C)C=O (DMF). Reaction conditions: time 16 hour. Product: N(CCC(=O)ON1C(=O)CCC1=O)C(=O)OC(C)(C)C (N-Boc-β-Ala-OSu). Isolated yield 72.6%. RXN SMILES: [C:1]([NH:8][CH2:9][CH2:10][C:11]([OH:13])=[O:12])([O:3][C:4]([CH3:7])([CH3:6])[CH3:5])=[O:2].O[N:15]1[C:19](=[O:20])[CH2:18][CH2:17][C:16]1=[O:21].O.ON1C2C=CC=CC=2N=N1.Cl.C(N=C=NCCCN(C)C)C>CN(C=O)C>[NH:8]([C:1]([O:3][C:4]([CH3:6])([CH3:7])[CH3:5])=[O:2])[CH2:9][CH2:10][C:11]([O:13][N:15]1[C:19](=[O:20])[CH2:18][CH2:17][C:16]1=[O:21])=[O:12] |f:2.3,4.5|. Reported procedure: To mixture of Boc-β-alanine (N-Boc-β-Ala-OH; 1 g, 5.29 mmol) and N-hydroxysuccinimide (0.9 g, 7.82 mmol) in DMF (10 mL) were added 1-hydroxybenzotriazole hydrate (HOBt.xH2O; 0.7 g, 5.25 mmol) and 1-ethyl-3-(3-dimethylaminopropyl)carbodiimide hydrochloride (EDCI.HCl; 1 g, 5.23 mmol) at 5° C. The reaction mixture was warmed to RT and stirred for 16 h. The progress of the reaction was monitored by TLC. The reaction was quenched with water and the mixture was extracted with EtOAc (2×150 mL). The com... Procedure: Preparation according to Example 1 but performed in one portion: 1-(2-bromoethoxy)-3-fluoro-5-methylsulfonyl-benzene (0.5 g, 1.68 mmol) and cyclopentylamine (1.34 ml, 13.46 mmol) in ethanol (5 ml). Purification by flash column chromatography (ethyl acetate/methanol, 100:0 to 85:15) gave the title compound (443 mg, 87.4%). The amine was converted to the hydrochloric acid salt and re-crystallized from methanol/diethyl ether: M.p. 207.5° C. MS m/z (relative intensity, 70 eV) 301 (M+, 2), 272 (7), 9... Product: FC=1C=C(OCCNC2CCCC2)C=C(C1)S(=O)(=O)C (N-[2-(3-FLUORO-5-METHYLSULFONYL-PHENOXY)ETHYL]CYCLOPENTANAMINE). As a reaction SMILES: Br[CH2:2][CH2:3][O:4][C:5]1[CH:10]=[C:9]([S:11]([CH3:14])(=[O:13])=[O:12])[CH:8]=[C:7]([F:15])[CH:6]=1.[CH:16]1([NH2:21])[CH2:20][CH2:19][CH2:18][CH2:17]1>C(O)C>[F:15][C:7]1[CH:6]=[C:5]([CH:10]=[C:9]([S:11]([CH3:14])(=[O:13])=[O:12])[CH:8]=1)[O:4][CH2:3][CH2:2][NH:21][CH:16]1[CH2:20][CH2:19][CH2:18][CH2:17]1. Isolated yield 87.5%. The solvent is C(C)O (ethanol). The reactants are BrCCOC1=CC(=CC(=C1)S(=O)(=O)C)F (1-(2-bromoethoxy)-3-fluoro-5-methylsulfonyl-benzene), C1(CCCC1)N (cyclopentylamine). Starting materials: NC1=NC=2C=C(C=CC2C2=C1N=C(N2CC(C)(O)C)COCC)Br (1-(4-Amino-7-bromo-2-ethoxymethyl-1H-imidazo[4,5-c]quinolin-1-yl)-2-methylpropan-2-ol), C(C)(C)(C)OC(=O)NCC=1C=C(C=CC1)B(O)O (3-(N-tert-butoxycarbonylaminomethyl)phenylboronic acid). Procedure details: 1-(4-Amino-7-bromo-2-ethoxymethyl-1H-imidazo[4,5-c]quinolin-1-yl)-2-methylpropan-2-ol (2.62 g, 6.67 mmol) and 3-(N-tert-butoxycarbonylaminomethyl)phenylboronic acid (2.0 g, 8.0 mmol) were coupled according to the procedure described in Part J of Example 1. Palladium (II) acetate was added as a 5 mg/mL solution in toluene. The reaction was heated for four hours, and the work-up procedure described in Examples 125–135 was followed. The crude product was purified by HPFC (eluting with chloroform:CM... The product is C(C)(C)(C)OC(NCC1=CC(=CC=C1)C=1C=CC=2C3=C(C(=NC2C1)N)N=C(N3CC(C)(C)O)COCC)=O (tert-butyl{3-[4-amino-2-ethoxymethyl-1-(2-hydroxy-2-methylpropyl)-1H-imidazo[4,5-c]quinolin-7-yl]benzyl}carbamate). The yield is 84.8%. The solvent is C1(=CC=CC=C1)C (toluene). Reaction SMILES: [NH2:1][C:2]1[C:11]2[N:12]=[C:13]([CH2:20][O:21][CH2:22][CH3:23])[N:14]([CH2:15][C:16]([CH3:19])([OH:18])[CH3:17])[C:10]=2[C:9]2[CH:8]=[CH:7][C:6](Br)=[CH:5][C:4]=2[N:3]=1.[C:25]([O:29][C:30]([NH:32][CH2:33][C:34]1[CH:35]=[C:36](B(O)O)[CH:37]=[CH:38][CH:39]=1)=[O:31])([CH3:28])([CH3:27])[CH3:26]>C1(C)C=CC=CC=1.C([O-])(=O)C.[Pd+2].C([O-])(=O)C>[C:25]([O:29][C:30](=[O:31])[NH:32][CH2:33][C:34]1[CH:39]=[CH:38][CH:37]=[C:36]([C:6]2[CH:7]=[CH:8][C:9]3[C:10]4[N:14]([CH2:15][C:16]([OH:18])([CH3:19])[CH3:17])[C:13]([CH2:20][O:21][CH2:22][CH3:23])=[N:12][C:11]=4[C:2]([NH2:1])=[N:3][C:4]=3[CH:5]=2)[CH:35]=1)([CH3:28])([CH3:26])[CH3:27] |f:3.4.5|. Reagents/catalysts: C(C)(=O)[O-].[Pd+2].C(C)(=O)[O-] (Palladium (II) acetate). Reactants: C(C)(C)(C)OC(NC1(CCC1)C1=CC=C(C=C1)C=1N=C2N(C=CC(=C2)B2OC(C(O2)(C)C)(C)C)C1C1=CC=CC=C1)=O ((1-{4-[3-phenyl-7-(4,4,5,5-tetramethyl-[1,3,2]dioxaborolan-2-yl)-imidazo[1,2-a]pyridin-2-yl]-phenyl}-cyclobutyl)-carbamic acid tert-butyl ester), [OH-].[Na+] (NaOH), BrC1=NC=CC=C1 (2-bromopyridine), O1CCOCC1 (dioxane), O (water). Solvent: CN(C)C=O (DMF). Conditions: temperature 140 celsius. The product is C(C)(C)(C)OC(NC1(CCC1)C1=CC=C(C=C1)C=1N=C2N(C=CC(=C2)C2=NC=CC=C2)C1C1=CC=CC=C1)=O ({1-[4-(3-phenyl-7-pyridin-2-yl-imidazo[1,2-a]pyridin-2-yl)-phenyl]-cyclobutyl}-carbamic acid tert-butyl ester). Isolated yield 54.0%. As a reaction SMILES: [C:1]([O:5][C:6](=[O:42])[NH:7][C:8]1([C:12]2[CH:17]=[CH:16][C:15]([C:18]3[N:19]=C4C=C(B5OC(C)(C)C(C)(C)O5)C=CN4[C:35]=3[C:36]3[CH:41]=[CH:40][CH:39]=[CH:38][CH:37]=3)=[CH:14][CH:13]=2)[CH2:11][CH2:10][CH2:9]1)([CH3:4])([CH3:3])[CH3:2].Br[C:44]1[CH:49]=[CH:48][CH:47]=[CH:46][N:45]=1.O1[CH2:55][CH2:54]OCC1.[OH-].[Na+].O>CN(C=O)C>[C:1]([O:5][C:6](=[O:42])[NH:7][C:8]1([C:12]2[CH:17]=[CH:16][C:15]([C:18]3[N:19]=[C:44]4[CH:49]=[C:48]([C:55]5[CH:54]=[CH:10][CH:9]=[CH:8][N:7]=5)[CH:47]=[CH:46][N:45]4[C:35]=3[C:36]3[CH:37]=[CH:38][CH:39]=[CH:40][CH:41]=3)=[CH:14][CH:13]=2)[CH2:11][CH2:10][CH2:9]1)([CH3:4])([CH3:2])[CH3:3] |f:3.4|. Reported procedure: To a solution of (1-{4-[3-phenyl-7-(4,4,5,5-tetramethyl-[1,3,2]dioxaborolan-2-yl)-imidazo[1,2-a]pyridin-2-yl]-phenyl}-cyclobutyl)-carbamic acid tert-butyl ester [prepared in a manner analogous to that described in Int 11-0; 100% yield assumed] (0.29 mmol) in DMF (3 mL) was added 2-bromopyridine (0.034 mL, 0.32 mmol, 1.1 equiv) and dioxane (1.2 mL). The resulting solution was placed under an argon atmosphere, then, [1,1-bis(diphenylphosphino)ferrocene]dichloro-palladium(II) CH2Cl2 complex (24 mg,... Reactants: CN(C=O)C (N,N-dimethylformamide), C(OCCC[C@H]([C@@H](C)O[N+](=O)[O-])O[N+](=O)[O-])(OC(C)Cl)=O ((4R,5R)-4,5-bis(nitrooxy)hexyl 1-chloroethyl carbonate), CN(C=O)C (N,N-dimethylformamide), C(C)OC1=NC2=C(N1CC1=CC=C(C=C1)C1=C(C=CC=C1)C1=NN=NN1C(C1=CC=CC=C1)(C1=CC=CC=C1)C1=CC=CC=C1)C(=CC=C2)C(=O)O (2-ethoxy-1-{[2′-(1-trityl-1H-tetrazol-5-yl)biphenyl-4-yl]methyl}-1H-benzimidazole-7-carboxylic acid), C([O-])([O-])=O.[Cs+].[Cs+] (cesium carbonate). Run in O (Water). Reaction conditions: temperature 70 celsius, time 2 hour. The product is C(C)OC1=NC2=C(N1CC1=CC=C(C=C1)C1=C(C=CC=C1)C1=NN=NN1C(C1=CC=CC=C1)(C1=CC=CC=C1)C1=CC=CC=C1)C(=CC=C2)C(=O)OC(C)OC(=O)OCCC[C@H]([C@@H](C)O[N+](=O)[O-])O[N+](=O)[O-] (1-[({[(4R,5R)-4,5-bis(nitrooxy)hexyl]oxy}carbonyl)oxy]ethyl 2-ethoxy-1-{[2′-(1-trityl-1H-tetrazol-5-yl)biphenyl-4-yl]methyl}-1H-benzimidazole-7-carboxylate). RXN SMILES: CN(C)C=O.[C:6](=[O:26])([O:22][CH:23](Cl)[CH3:24])[O:7][CH2:8][CH2:9][CH2:10][C@@H:11]([O:18][N+:19]([O-:21])=[O:20])[C@H:12]([O:14][N+:15]([O-:17])=[O:16])[CH3:13].[CH2:27]([O:29][C:30]1[N:34]([CH2:35][C:36]2[CH:41]=[CH:40][C:39]([C:42]3[CH:47]=[CH:46][CH:45]=[CH:44][C:43]=3[C:48]3[N:52]([C:53]([C:66]4[CH:71]=[CH:70][CH:69]=[CH:68][CH:67]=4)([C:60]4[CH:65]=[CH:64][CH:63]=[CH:62][CH:61]=4)[C:54]4[CH:59]=[CH:58][CH:57]=[CH:56][CH:55]=4)[N:51]=[N:50][N:49]=3)=[CH:38][CH:37]=2)[C:33]2[C:72]([C:76]([OH:78])=[O:77])=[CH:73][CH:74]=[CH:75][C:32]=2[N:31]=1)[CH3:28].C(=O)([O-])[O-].[Cs+].[Cs+]>O>[CH2:27]([O:29][C:30]1[N:34]([CH2:35][C:36]2[CH:37]=[CH:38][C:39]([C:42]3[CH:47]=[CH:46][CH:45]=[CH:44][C:43]=3[C:48]3[N:52]([C:53]([C:60]4[CH:61]=[CH:62][CH:63]=[CH:64][CH:65]=4)([C:54]4[CH:55]=[CH:56][CH:57]=[CH:58][CH:59]=4)[C:66]4[CH:71]=[CH:70][CH:69]=[CH:68][CH:67]=4)[N:51]=[N:50][N:49]=3)=[CH:40][CH:41]=2)[C:33]2[C:72]([C:76]([O:78][CH:23]([O:22][C:6]([O:7][CH2:8][CH2:9][CH2:10][C@@H:11]([O:18][N+:19]([O-:21])=[O:20])[C@H:12]([O:14][N+:15]([O-:17])=[O:16])[CH3:13])=[O:26])[CH3:24])=[O:77])=[CH:73][CH:74]=[CH:75][C:32]=2[N:31]=1)[CH3:28] |f:3.4.5|. Procedure details: A N,N-dimethylformamide (20 mL) solution of (4R,5R)-4,5-bis(nitrooxy)hexyl 1-chloroethyl carbonate (2.94 g, 8.89 mmol) was added to a stirred N,N-dimethylformamide (20 mL) suspension of 2-ethoxy-1-{[2′-(1-trityl-1H-tetrazol-5-yl)biphenyl-4-yl]methyl}-1H-benzimidazole-7-carboxylic acid (7.46 g, 10.9 mmol) and cesium carbonate (3.95 g, 12.1 mmol). The solution was stirred at 70° C. for 2 hours. Water (100 mL) was added, and the solution was extracted with ethyl acetate (3×100 mL). The combined org...